Task: describe an organic reaction: reactants, conditions, products, and yield. Dataset: the Open Reaction Database (ORD), a public repository of structured organic reaction records Starting materials: C(C)(C)(C)OC(C(=O)OC)C=1C(=NC=2N(C1Cl)N=C(C2)C2=CC=CC=C2)C (methyl 2-(tert-butoxy)-2-(7-chloro-5-methyl-2-phenylpyrazolo[1,5-a]pyrimidin-6-yl)acetate), C1CC(=O)N(C1=O)Br (NBS). Run in C(C)#N (acetonitrile). Run at time 1 hour. Product: BrC=1C(=NN2C1N=C(C(=C2Cl)C(C(=O)OC)OC(C)(C)C)C)C2=CC=CC=C2 (Methyl 2-(3-bromo-7-chloro-5-methyl-2-phenylpyrazolo[1,5-a]pyrimidin-6-yl)-2-(tert-butoxy)acetate). Yield: 95.5%. Reaction SMILES: [C:1]([O:5][CH:6]([C:11]1[C:12]([CH3:27])=[N:13][C:14]2[N:15]([N:18]=[C:19]([C:21]3[CH:26]=[CH:25][CH:24]=[CH:23][CH:22]=3)[CH:20]=2)[C:16]=1[Cl:17])[C:7]([O:9][CH3:10])=[O:8])([CH3:4])([CH3:3])[CH3:2].C1C(=O)N([Br:35])C(=O)C1>C(#N)C>[Br:35][C:20]1[C:19]([C:21]2[CH:26]=[CH:25][CH:24]=[CH:23][CH:22]=2)=[N:18][N:15]2[C:16]([Cl:17])=[C:11]([CH:6]([O:5][C:1]([CH3:4])([CH3:3])[CH3:2])[C:7]([O:9][CH3:10])=[O:8])[C:12]([CH3:27])=[N:13][C:14]=12. Procedure details: To a solution of methyl 2-(tert-butoxy)-2-(7-chloro-5-methyl-2-phenylpyrazolo[1,5-a]pyrimidin-6-yl)acetate (800 mg, 2.063 mmol) in acetonitrile (20 mL) was added NBS (367 mg, 2.063 mmol). The reaction mixture was stirred at r.t. for 1 h. The solvent was evaported and the residue was purified by silica gel chromatography to afford (920 mg, 96%) of the title compound. 1H NMR (500 MHz, CHLOROFORM-d) δ 8.09 (dd, J=8.1, 1.4 Hz, 2H), 7.61-7.39 (m, 3H), 5.65 (s, 1H), 3.73 (s, 3H), 2.73 (s, 3H), 1.26 (s... The reactants are O=C(O)C(CC1CCCCC1)N1Cc2ccccc2C1=O, O=C(Nc1nccs1)C(CC1CCCCC1)N1Cc2ccccc2C1=O, Nc1cnccn1. The product is O=C(Nc1cnccn1)C(CC1CCCCC1)N1Cc2ccccc2C1=O. Reaction SMILES: [CH:1]1([CH2:7][CH:8]([C:9](=[O:10])[OH:11])[N:12]2[C:13](=[O:21])[c:14]3[cH:15][cH:16][cH:17][cH:18][c:19]3[CH2:20]2)[CH2:2][CH2:3][CH2:4][CH2:5][CH2:6]1.[CH:29]1([CH2:30][CH:31]([N:32]2[CH2:33][c:34]3[c:35]([cH:36][cH:37][cH:38][cH:39]3)[C:40]2=[O:41])[C:42]([NH:43][c:44]2[s:45][cH:46][cH:47][n:48]2)=[O:49])[CH2:50][CH2:51][CH2:52][CH2:53][CH2:54]1.[NH2:22][c:23]1[n:24][cH:25][cH:26][n:27][cH:28]1>>[CH:1]1([CH2:7][CH:8]([C:9](=[O:11])[NH:22][c:23]2[n:24][cH:25][cH:26][n:27][cH:28]2)[N:12]2[C:13](=[O:21])[c:14]3[cH:15][cH:16][cH:17][cH:18][c:19]3[CH2:20]2)[CH2:2][CH2:3][CH2:4][CH2:5][CH2:6]1. Reactants: CC(C)(C)N(C(=O)[O-])C1CCCC(CO)C1, CCOC(C)=O, Cl. Product: Cl, NC1CCCC(CO)C1. As a reaction SMILES: [C:1]([N:5]([C:2](=[O:3])[O-:4])[CH:9]1[CH2:10][CH:11]([CH2:15][OH:16])[CH2:12][CH2:13][CH2:14]1)([CH3:6])([CH3:7])[CH3:8].[CH3:18][CH2:19][O:20][C:21]([CH3:22])=[O:23].[ClH:17]>>[ClH:17].[NH2:5][CH:9]1[CH2:10][CH:11]([CH2:15][OH:16])[CH2:12][CH2:13][CH2:14]1. Starting materials: CCCCBr, CC#N, CC(C)n1cc(C(=O)C(=O)NC2CCNCC2)c2ccccc21, Cl, [K+], [K+], O=C([O-])[O-]. Yields the product CCCCN1CCC(NC(=O)C(=O)c2cn(C(C)C)c3ccccc23)CC1. Reaction SMILES: [CH2:31]([CH2:32][CH2:33][CH3:34])[Br:35].[CH3:36][C:37]#[N:38].[CH:2]([CH3:3])([CH3:4])[n:5]1[cH:6][c:7]([C:14]([C:15](=[O:16])[NH:17][CH:18]2[CH2:19][CH2:20][NH:21][CH2:22][CH2:23]2)=[O:24])[c:8]2[cH:9][cH:10][cH:11][cH:12][c:13]12.[ClH:1].[K+:25].[K+:26].[O-:27][C:28]([O-:29])=[O:30]>>[CH:2]([CH3:3])([CH3:4])[n:5]1[cH:6][c:7]([C:14]([C:15](=[O:16])[NH:17][CH:18]2[CH2:19][CH2:20][N:21]([CH2:31][CH2:32][CH2:33][CH3:34])[CH2:22][CH2:23]2)=[O:24])[c:8]2[cH:9][cH:10][cH:11][cH:12][c:13]12. Starting materials: CC1(CCCCC1)C1CCC(CC1)O (4-(1-methylcyclohexyl)cyclohexanol), [Cr](=O)(=O)([O-])O[Cr](=O)(=O)[O-].[Na+].[Na+] (sodium dichromate), C(C)(C)O (isopropanol). Solvent: CC(=O)C (acetone), S(O)(O)(=O)=O (sulfuric acid), O (water). Conditions: time 1 hour. Yields the product CC1(CCCCC1)C1CCC(CC1)=O (4-(1-Methylcyclohexyl)cyclohexanone). Reaction SMILES: [Cr](O[Cr]([O-])(=O)=O)([O-])(=O)=O.[Na+].[Na+].[CH3:12][C:13]1([CH:19]2[CH2:24][CH2:23][CH:22]([OH:25])[CH2:21][CH2:20]2)[CH2:18][CH2:17][CH2:16][CH2:15][CH2:14]1.C(O)(C)C>S(=O)(=O)(O)O.O.CC(C)=O>[CH3:12][C:13]1([CH:19]2[CH2:24][CH2:23][C:22](=[O:25])[CH2:21][CH2:20]2)[CH2:14][CH2:15][CH2:16][CH2:17][CH2:18]1 |f:0.1.2|. Reported procedure: A solution of 23 g of sodium dichromate in a mixture of 19 ml of concentrated sulfuric acid and 65 ml of water was added dropwise at from 15° to 20° C. to a solution of from 45.8 g (0.23 mol) of 4-(1-methylcyclohexyl)cyclohexanol in 900 ml of acetone. The mixture was stirred at room temperature for one hour, 150 ml of isopropanol were added, stirring was continued for 15 minutes, and the inorganic material was filtered off with suction. The filtrate was brought to a pH of from 6.5 to 7 with soli... The product is N#Cc1ccc(CCN)cc1. Reactants: CC(C)(C)OC(=O)NCCc1ccc(C#N)cc1, ClCCl, O=C(O)C(F)(F)F. As a reaction SMILES: [C:1](#[N:2])[c:3]1[cH:4][cH:5][c:6]([CH2:9][CH2:10][NH:11][C:12](=[O:13])[O:14][C:15]([CH3:16])([CH3:17])[CH3:18])[cH:7][cH:8]1.[Cl:26][CH2:27][Cl:28].[F:19][C:20]([F:21])([F:22])[C:23]([OH:24])=[O:25]>>[C:1](#[N:2])[c:3]1[cH:4][cH:5][c:6]([CH2:9][CH2:10][NH2:11])[cH:7][cH:8]1. Reactants: Cl.Cl.N12C[C@@H](C(CC1)CC2)N ((R)-1-azabicyclo[2.2.2]oct-3-ylamine dihydrochloride), ClC=1C=C(C=CC1Cl)/C=C/C(=O)O (E-3-(3,4-dichlorophenyl)propenoic acid). Yields the product N12C[C@@H](C(CC1)CC2)NC(\C=C\C2=CC(=C(C=C2)Cl)Cl)=O ((R)-N-(1-Azabicyclo[2.2.2]oct-3-yl)-[E-3-(3,4-dichlorophenyl)propenamide]). Reaction SMILES: Cl.Cl.[N:3]12[CH2:10][CH2:9][CH:6]([CH2:7][CH2:8]1)[C@@H:5]([NH2:11])[CH2:4]2.[Cl:12][C:13]1[CH:14]=[C:15](/[CH:20]=[CH:21]/[C:22](O)=[O:23])[CH:16]=[CH:17][C:18]=1[Cl:19]>>[N:3]12[CH2:10][CH2:9][CH:6]([CH2:7][CH2:8]1)[C@@H:5]([NH:11][C:22](=[O:23])/[CH:21]=[CH:20]/[C:15]1[CH:16]=[CH:17][C:18]([Cl:19])=[C:13]([Cl:12])[CH:14]=1)[CH2:4]2 |f:0.1.2|. Procedure details: Prepared as a free base by a method analogous to that described in Example 1 from (R)-1-azabicyclo[2.2.2]oct-3-ylamine dihydrochloride and E-3-(3,4-dichlorophenyl)propenoic acid; the compound was purified by chromatography on silica gel using ammoniated methanol/chloroform mixtures as the eluent; MS (ES+) 325, 327, 329 (MH+).